Dataset: the Open Reaction Database (ORD), a public repository of structured organic reaction records. Task: describe an organic reaction: reactants, conditions, products, and yield The reactants are ClC=1C=NC=2N(C1)N=C(C2)C(=O)O (6-chloro-pyrazolo[1,5-a]pyrimidine-2-carboxylic acid), COC1=C(C=C2CCNC(C2=C1)C)O (7-methoxy-1-methyl-1,2,3,4-tetrahydro-isoquinolin-6-ol). The product is ClC=1C=NC=2N(C1)N=C(C2)C(=O)N2C(C1=CC(=C(C=C1CC2)O)OC)C ((6-Chloro-pyrazolo[1,5-a]pyrimidin-2-yl)-(6-hydroxy-7-methoxy-1-methyl-3,4-dihydro-1H-isoquinolin-2-yl)-methanone). RXN SMILES: [Cl:1][C:2]1[CH:3]=[N:4][C:5]2[N:6]([N:8]=[C:9]([C:11]([OH:13])=O)[CH:10]=2)[CH:7]=1.[CH3:14][O:15][C:16]1[CH:25]=[C:24]2[C:19]([CH2:20][CH2:21][NH:22][CH:23]2[CH3:26])=[CH:18][C:17]=1[OH:27]>>[Cl:1][C:2]1[CH:3]=[N:4][C:5]2[N:6]([N:8]=[C:9]([C:11]([N:22]3[CH2:21][CH2:20][C:19]4[C:24](=[CH:25][C:16]([O:15][CH3:14])=[C:17]([OH:27])[CH:18]=4)[CH:23]3[CH3:26])=[O:13])[CH:10]=2)[CH:7]=1. Procedure: In close analogy to the procedure described in Example 1, 6-chloro-pyrazolo[1,5-a]pyrimidine-2-carboxylic acid is reacted with 7-methoxy-1-methyl-1,2,3,4-tetrahydro-isoquinolin-6-ol to provide the title compound as a colorless solid. Yields the product CCNC(=O)c2ccc1ccccc1c2. Run at temperature 80 celsius, time 24 hour. The reactants are CC(C)(C)C(=O)Oc2ccc1ccccc1c2 (substrate), CCN=C=O (effective_coupling_partner). The reagents and catalysts are dppf. Starting materials: BrC=1C=C(C(=O)NC2=CC=C(C3=CC=CC=C23)OCCN2CCOCC2)C=CC1 (3-bromo-N-[4-(2-morpholin-4-yl-ethoxy)-naphthalen-1-yl]-benzamide), N1CCOCC1 (morpholine). Product: N1(CCOCC1)C=1C=C(C(=O)NC2=CC=C(C3=CC=CC=C23)OCCN2CCOCC2)C=CC1 (3-Morpholin-4-yl-N-[4-(2-morpholin-4-yl-ethoxy)-naphthalen-1-yl]-benzamide). As a reaction SMILES: Br[C:2]1[CH:3]=[C:4]([CH:27]=[CH:28][CH:29]=1)[C:5]([NH:7][C:8]1[C:17]2[C:12](=[CH:13][CH:14]=[CH:15][CH:16]=2)[C:11]([O:18][CH2:19][CH2:20][N:21]2[CH2:26][CH2:25][O:24][CH2:23][CH2:22]2)=[CH:10][CH:9]=1)=[O:6].[NH:30]1[CH2:35][CH2:34][O:33][CH2:32][CH2:31]1>>[N:30]1([C:2]2[CH:3]=[C:4]([CH:27]=[CH:28][CH:29]=2)[C:5]([NH:7][C:8]2[C:17]3[C:12](=[CH:13][CH:14]=[CH:15][CH:16]=3)[C:11]([O:18][CH2:19][CH2:20][N:21]3[CH2:26][CH2:25][O:24][CH2:23][CH2:22]3)=[CH:10][CH:9]=2)=[O:6])[CH2:35][CH2:34][O:33][CH2:32][CH2:31]1. Procedure details: Compound is formed by reacting 3-bromo-N-[4-(2-morpholin-4-yl-ethoxy)-naphthalen-1-yl]-benzamide with morpholine under conditions described in general procedure B. Mp: 90-92° C. 1H NMR (300 MHz, DMSO-d6) δ 10.16 (s, 1H), 8.19 (m, 1H), 7.81 (m, 1H), 7.58 (s, 1H), 7.53 (m, 3H), 7.40 (m, 2H), 7.17 (d, 1H, J=8.4), 7.01 (d, 1H, J=8.7), 4.30 (t, 2H, J=4.8), 3.74 (m, 4H), 3.57 (m, 4H), 3.18 (m, 4H), 2.85 (t, 2H, J=5.7), 2.54 (m, 4H). MS: 462.2 (M+1). Starting materials: CC(C)(C)OC(=O)N1CCC(O)(c2ccc(F)c(Cl)c2)C1, ClCCl, O=C(O)C(F)(F)F. Product: OC1(c2ccc(F)c(Cl)c2)CCNC1. As a reaction SMILES: [Cl:1][c:2]1[cH:3][c:4]([C:9]2([OH:21])[CH2:10][N:11]([C:14]([O:15][C:16]([CH3:17])([CH3:18])[CH3:19])=[O:20])[CH2:12][CH2:13]2)[cH:5][cH:6][c:7]1[F:8].[Cl:29][CH2:30][Cl:31].[OH:22][C:23]([C:24]([F:25])([F:26])[F:27])=[O:28]>>[Cl:1][c:2]1[cH:3][c:4]([C:9]2([OH:21])[CH2:10][NH:11][CH2:12][CH2:13]2)[cH:5][cH:6][c:7]1[F:8]. The reactants are C1(C=CC(C=C1)=O)=O (benzoquinone), [NH2-].[Na+] (Sodium amide), C1(=CC=CC=C1)C#C (phenylacetylene), N (ammonia). The solvent is C1CCOC1 (THF), C1CCOC1 (THF). Run at temperature -78 celsius. Product: OC1(C=CC(C=C1)=O)C#CC1=CC=CC=C1 (4-Hydroxy-4-(phenylethynyl)-2,5-cyclohexadien-1-one). As a reaction SMILES: [NH2-].[Na+].[C:3]1([C:9]#[CH:10])[CH:8]=[CH:7][CH:6]=[CH:5][CH:4]=1.N.[C:12]1(=[O:19])[CH:17]=[CH:16][C:15](=[O:18])[CH:14]=[CH:13]1>C1COCC1>[OH:18][C:15]1([C:10]#[C:9][C:3]2[CH:8]=[CH:7][CH:6]=[CH:5][CH:4]=2)[CH:16]=[CH:17][C:12](=[O:19])[CH:13]=[CH:14]1 |f:0.1|. Procedure details: Sodium amide (0.35 g, 0.009 mole), dry THF (25 mL), and phenylacetylene (0.92 g, 0.009 mole) were placed in a 100 mL, three-necked round-bottomed flask under nitrogen. The reaction was heated at reflux while nitrogen was blown through the flask until ammonia evolution ceased. The reaction slurry was cooled to -78° C., then added to a mixture of benzoquinone (0.97 g, 0.009 mole) in THF (50 mL) at about -108° C. The reaction mixture was allowed to warm to -30° C., then quenched into a saturated so... The reactants are CO, CC(C)Cn1c(=O)n(C)c(=O)c2c(OCCCOC3CCCCO3)c(Cc3cccnc3)sc21, Cc1ccccc1S(=O)(=O)O. Product: CC(C)Cn1c(=O)n(C)c(=O)c2c(OCCCO)c(Cc3cccnc3)sc21. RXN SMILES: [CH3:46][OH:47].[O:1]1[CH2:2][CH2:3][CH2:4][CH2:5][CH:6]1[O:7][CH2:8][CH2:9][CH2:10][O:11][c:12]1[c:13]([CH2:28][c:29]2[cH:30][n:31][cH:32][cH:33][cH:34]2)[s:14][c:15]2[n:16]([CH2:24][CH:25]([CH3:26])[CH3:27])[c:17](=[O:23])[n:18]([CH3:22])[c:19](=[O:21])[c:20]12.[c:35]1([CH3:36])[c:37]([S:38]([OH:39])(=[O:40])=[O:41])[cH:42][cH:43][cH:44][cH:45]1>>[OH:7][CH2:8][CH2:9][CH2:10][O:11][c:12]1[c:13]([CH2:28][c:29]2[cH:30][n:31][cH:32][cH:33][cH:34]2)[s:14][c:15]2[n:16]([CH2:24][CH:25]([CH3:26])[CH3:27])[c:17](=[O:23])[n:18]([CH3:22])[c:19](=[O:21])[c:20]12. The reactants are ClC1=C2C=C(NC2=CC=C1C#N)C (4-chloro-2-methyl-1H-indole-5-carbonitrile), ClCC1=NOC(=N1)C1=CC(=CC(=C1)F)F (3-(chloromethyl)-5-(3,5-difluorophenyl)-1,2,4-oxadiazole). The product is ClC1=C2C=C(N(C2=CC=C1C#N)CC1=NOC(=N1)C1=CC(=CC(=C1)F)F)C (4-Chloro-1-{[5-(3,5-difluorophenyl)-1,2,4-oxadiazol-3-yl]methyl}-2-methyl-1H-indole-5-carbonitrile). As a reaction SMILES: [Cl:1][C:2]1[C:10]([C:11]#[N:12])=[CH:9][CH:8]=[C:7]2[C:3]=1[CH:4]=[C:5]([CH3:13])[NH:6]2.Cl[CH2:15][C:16]1[N:20]=[C:19]([C:21]2[CH:26]=[C:25]([F:27])[CH:24]=[C:23]([F:28])[CH:22]=2)[O:18][N:17]=1>>[Cl:1][C:2]1[C:10]([C:11]#[N:12])=[CH:9][CH:8]=[C:7]2[C:3]=1[CH:4]=[C:5]([CH3:13])[N:6]2[CH2:15][C:16]1[N:20]=[C:19]([C:21]2[CH:26]=[C:25]([F:27])[CH:24]=[C:23]([F:28])[CH:22]=2)[O:18][N:17]=1. Procedure details: Synthesized as described in Example 4 from 4-chloro-2-methyl-1H-indole-5-carbonitrile and 3-(chloromethyl)-5-(3,5-difluorophenyl)-1,2,4-oxadiazole: 1H NMR (400 MHz, DMSO-d6) δ 7.94 (d, J=1.1 Hz, 1 H), 7.81 (d, J=8.7 Hz, 1 H), 7.75-7.71 (m, 2 H), 7.69-7.63 (m, 1 H), 7.58 (dd, J=8.7, 1.5 Hz, 1 H), 5.83 (s, 2 H), 2.47 (s, 3 H); MS (ES) m/z 385 (M+1).